Dataset: the Open Reaction Database (ORD), a public repository of structured organic reaction records. Task: describe an organic reaction: reactants, conditions, products, and yield Starting materials: [Al+3], CC(=O)Oc1c(C(C)(C)C)cc2c(c1C(C)(C)C)CC(C)(CO)O2, CCOC(C)=O, Cl, [H-], [H-], [H-], [H-], [Li+], C1CCOC1. Yields the product CC1(CO)Cc2c(cc(C(C)(C)C)c(O)c2C(C)(C)C)O1. RXN SMILES: [Al+3:26].[C:1](=[O:2])([CH3:3])[O:4][c:5]1[c:6]([C:21]([CH3:22])([CH3:23])[CH3:24])[cH:7][c:8]2[c:9]([c:16]1[C:17]([CH3:18])([CH3:19])[CH3:20])[CH2:10][C:11]([CH3:13])([CH2:14][OH:15])[O:12]2.[CH3:31][CH2:32][O:33][C:34](=[O:35])[CH3:36].[ClH:37].[H-:25].[H-:28].[H-:29].[H-:30].[Li+:27].[O:38]1[CH2:39][CH2:40][CH2:41][CH2:42]1>>[OH:4][c:5]1[c:6]([C:21]([CH3:22])([CH3:23])[CH3:24])[cH:7][c:8]2[c:9]([c:16]1[C:17]([CH3:18])([CH3:19])[CH3:20])[CH2:10][C:11]([CH3:13])([CH2:14][OH:15])[O:12]2. As a reaction SMILES: [Cl:1][C:2]1[CH:7]=[CH:6][C:5]([C:8]2[C:9](=[O:19])[N:10]([CH3:18])[C:11]([C:14]([F:17])([F:16])[F:15])=[CH:12][CH:13]=2)=[C:4]([F:20])[CH:3]=1.[N+:21]([O-])([OH:23])=[O:22]>S(=O)(=O)(O)O>[Cl:1][C:2]1[C:7]([N+:21]([O-:23])=[O:22])=[CH:6][C:5]([C:8]2[C:9](=[O:19])[N:10]([CH3:18])[C:11]([C:14]([F:16])([F:17])[F:15])=[CH:12][CH:13]=2)=[C:4]([F:20])[CH:3]=1. Isolated yield 95.1%. Reactants: [N+](=O)(O)[O-] (nitric acid), ClC1=CC(=C(C=C1)C=1C(N(C(=CC1)C(F)(F)F)C)=O)F (3-(4-chloro-2-fluorophenyl)-1-methyl-6-trifluoromethyl-2(1H)-pyridone), ice water. Run in S(O)(O)(=O)=O (sulfuric acid). Yields the product ClC1=CC(=C(C=C1[N+](=O)[O-])C=1C(N(C(=CC1)C(F)(F)F)C)=O)F (3-(4-chloro-2-fluoro-5-nitrophenyl)-1-methyl-6-trifluoromethyl-2(1H)-pyridone). Conditions: time 1 hour. Reported procedure: 1.0 g (3.3 mmol) of 3-(4-chloro-2-fluorophenyl)-1-methyl-6-trifluoromethyl-2(1H)-pyridone was dissolved in 10 ml of concentrated sulfuric acid, and 0.25 g (4.0 mmol) of fuming nitric acid was dropwise added thereto under cooling with ice, followed by stirring for 1 hour. This reaction solution was poured into ice water and extracted with ethyl acetate. After washing with water and a saturated sodium hydrogencarbonate aqueous solution, the organic layer was dried over anhydrous magnesium sulfate.... Starting materials: C(C1=CC=CC=C1)NC1CN(CC1)S(=O)(=O)C1=CC=C(C=C1)OCCCC (benzyl-[1-(4-butoxy-benzenesulfonyl)-pyrrolidin-3-yl]-amine), C1=CC=C(C=2C3=CC=CC=C3NC12)OC1[C@@H](O1)C ((2S)-3-(9H-carbazol-4-yloxy)-methyl oxirane). The solvent is CO (methanol). The product is C(C1=CC=CC=C1)N(CC(COC1=CC=CC=2NC3=CC=CC=C3C12)O)C1CN(CC1)S(=O)(=O)C1=CC=C(C=C1)OCCCC (1-{Benzyl-[1-(4-butoxy-benzenesulfonyl)-pyrrolidin-3-yl]-amino}-3-(9H-carbazol-4-yloxy)-propan-2-ol). The yield is 111.5%. Reaction SMILES: [CH2:1]([NH:8][CH:9]1[CH2:13][CH2:12][N:11]([S:14]([C:17]2[CH:22]=[CH:21][C:20]([O:23][CH2:24][CH2:25][CH2:26][CH3:27])=[CH:19][CH:18]=2)(=[O:16])=[O:15])[CH2:10]1)[C:2]1[CH:7]=[CH:6][CH:5]=[CH:4][CH:3]=1.[CH:28]1[C:40]2[NH:39][C:38]3[C:33](=[CH:34][CH:35]=[CH:36][CH:37]=3)[C:32]=2[C:31]([O:41][CH:42]2[O:44][C@H:43]2[CH3:45])=[CH:30][CH:29]=1>CO>[CH2:1]([N:8]([CH:9]1[CH2:13][CH2:12][N:11]([S:14]([C:17]2[CH:18]=[CH:19][C:20]([O:23][CH2:24][CH2:25][CH2:26][CH3:27])=[CH:21][CH:22]=2)(=[O:16])=[O:15])[CH2:10]1)[CH2:45][CH:43]([OH:44])[CH2:42][O:41][C:31]1[C:32]2[C:33]3[C:38](=[CH:37][CH:36]=[CH:35][CH:34]=3)[NH:39][C:40]=2[CH:28]=[CH:29][CH:30]=1)[C:2]1[CH:7]=[CH:6][CH:5]=[CH:4][CH:3]=1. Reported procedure: To a solution of benzyl-[1-(4-butoxy-benzenesulfonyl)-pyrrolidin-3-yl]-amine (0.16 g, 0.4 mmol) in methanol (2 ml) was added (2S)-3-(9H-carbazol-4-yloxy)-methyl oxirane (0.12 g, 0.5 mmol) and the mixture was stirred at reflux for 3 days. The methanol was then evaporated, and the residue was washed with a mixture of ether and hexanes to give 0.28 g of an off-white solid; m.p. 73-76° C.; MS (ES) m/z 628.2 (MH+); HRMS (EI) Calcd. for C36H41N3O5S (M+): 627.2767, Found: 627.2808. The reactants are C(C)(=O)OC(CF)C=1C(=NC=CC1)S(=O)(=O)N (3-(1-acetoxy-2-fluoroethyl)-2-pyridinesulfonamide), C1(=CC=CC=C1)OC(NC1=NC(=CC(=N1)OC)OC)=O (phenyl(4,6-dimethoxypyrimidin-2-yl)carbamate), N12CCCCCC2=NCCC1 (1,8-diazabicyclo[5.4.0]undec-7-ene), Cl (hydrochloric acid). The solvent is CCOCC (Et2O), C(C)#N (acetonitrile). Conditions: time 2 hour. The product is C(C)(=O)OC(CF)C=1C(=NC=CC1)S(=O)(=O)NC(=O)NC1=NC(=CC(=N1)OC)OC (3-(1-Acetoxy -2-fluoroethyl)-N-[(4,6-dimethoxypyrimidin-2-yl)amino carbonyl]-2-pyridinesulfonamide). Yield: 88.3%. Reaction SMILES: [C:1]([O:4][CH:5]([C:8]1[C:9]([S:14]([NH2:17])(=[O:16])=[O:15])=[N:10][CH:11]=[CH:12][CH:13]=1)[CH2:6][F:7])(=[O:3])[CH3:2].C1([O:24][C:25](=O)[NH:26][C:27]2[N:32]=[C:31]([O:33][CH3:34])[CH:30]=[C:29]([O:35][CH3:36])[N:28]=2)C=CC=CC=1.N12CCCN=C1CCCCC2.Cl>C(#N)C.CCOCC>[C:1]([O:4][CH:5]([C:8]1[C:9]([S:14]([NH:17][C:25]([NH:26][C:27]2[N:28]=[C:29]([O:35][CH3:36])[CH:30]=[C:31]([O:33][CH3:34])[N:32]=2)=[O:24])(=[O:15])=[O:16])=[N:10][CH:11]=[CH:12][CH:13]=1)[CH2:6][F:7])(=[O:3])[CH3:2]. Reported procedure: To 4.1 g of 3-(1-acetoxy-2-fluoroethyl)-2-pyridinesulfonamide in 50 ml of acetonitrile is added 4.22 g of phenyl(4,6-dimethoxypyrimidin-2-yl)carbamate and 2.4 g of 1,8-diazabicyclo[5.4.0]undec-7-ene (DBU). After stirring at room temperature for 2 hours the solution is acidified to pH 4.5 with 5% hydrochloric acid. The resultant solution is extracted with methylene chloride and the methylene chloride phase is dried over magnesium sulfate, filtered and evaporated. Trituration of the residue with E... Starting materials: Brc1ccc2ccccc2c1, CC(C)(C)[O-], Cc1ccccc1, [Na+], Cl[Pd]Cl, Nc1nccc(-c2ccc(-c3ccc(N(c4ccccc4)c4ccccc4)cc3)cc2)n1, c1ccc(P(c2ccccc2)c2ccccc2)cc1, c1ccc(P(c2ccccc2)c2ccccc2)cc1. Yields the product c1ccc(N(c2ccccc2)c2ccc(-c3ccc(-c4ccnc(Nc5ccc6ccccc6c5)n4)cc3)cc2)cc1. Reaction SMILES: [Br:33][c:34]1[cH:35][c:36]2[cH:37][cH:38][cH:39][cH:40][c:41]2[cH:42][cH:43]1.[CH3:44][C:45]([CH3:46])([O-:47])[CH3:48].[CH3:50][c:51]1[cH:52][cH:53][cH:54][cH:55][cH:56]1.[Na+:49].[Pd:57]([Cl:58])[Cl:59].[c:1]1([N:7]([c:8]2[cH:9][cH:10][c:11](-[c:14]3[cH:15][cH:16][c:17](-[c:20]4[n:21][c:22]([NH2:26])[n:23][cH:24][cH:25]4)[cH:18][cH:19]3)[cH:12][cH:13]2)[c:27]2[cH:28][cH:29][cH:30][cH:31][cH:32]2)[cH:2][cH:3][cH:4][cH:5][cH:6]1.[c:60]1([P:61]([c:62]2[cH:63][cH:64][cH:65][cH:66][cH:67]2)[c:68]2[cH:69][cH:70][cH:71][cH:72][cH:73]2)[cH:74][cH:75][cH:76][cH:77][cH:78]1.[c:79]1([P:80]([c:81]2[cH:82][cH:83][cH:84][cH:85][cH:86]2)[c:87]2[cH:88][cH:89][cH:90][cH:91][cH:92]2)[cH:93][cH:94][cH:95][cH:96][cH:97]1>>[c:1]1([N:7]([c:8]2[cH:9][cH:10][c:11](-[c:14]3[cH:15][cH:16][c:17](-[c:20]4[n:21][c:22]([NH:26][c:34]5[cH:35][c:36]6[cH:37][cH:38][cH:39][cH:40][c:41]6[cH:42][cH:43]5)[n:23][cH:24][cH:25]4)[cH:18][cH:19]3)[cH:12][cH:13]2)[c:27]2[cH:28][cH:29][cH:30][cH:31][cH:32]2)[cH:2][cH:3][cH:4][cH:5][cH:6]1. Starting materials: C1(=CC=CC=C1)C=1C=CC=C2C=CC(=CC12)C(C)=O (1-(8-phenyl-2-naphthyl)ethanone), solution, [O-]CC.[Na+] (sodium ethoxide), C(C)O (ethanol), C(C)OP(=O)(OCC)CC1=CC=C(C(=O)OC)C=C1 (Methyl p-[(diethoxyphosphoryl)methyl]benzoate), dimsyl anion solution. Solvent: CS(=O)C (dimethylsulfoxide), C([O-])(O)=O.[Na+] (sodium bicarbonate), CS(=O)C (dimethylsulfoxide). Run at time 30 minute. Product: C1(=CC=CC=C1)C=1C=CC=C2C=CC(=CC12)C(=CC1=CC=C(C(=O)OCC)C=C1)C (4-[2-(8-phenyl-2-naphthalenyl)-propenyl]benzoic acid, ethyl ester). Yield: 64.0%. As a reaction SMILES: C(OP([CH2:9][C:10]1[CH:19]=[CH:18][C:13]([C:14]([O:16][CH3:17])=[O:15])=[CH:12][CH:11]=1)(OCC)=O)C.[C:20]1([C:26]2[CH:27]=[CH:28][CH:29]=[C:30]3[C:35]=2[CH:34]=[C:33]([C:36](=O)[CH3:37])[CH:32]=[CH:31]3)[CH:25]=[CH:24][CH:23]=[CH:22][CH:21]=1.[O-][CH2:40]C.[Na+].C(O)C>CS(C)=O.C(=O)(O)[O-].[Na+]>[C:20]1([C:26]2[CH:27]=[CH:28][CH:29]=[C:30]3[C:35]=2[CH:34]=[C:33]([C:36]([CH3:37])=[CH:9][C:10]2[CH:11]=[CH:12][C:13]([C:14]([O:16][CH2:17][CH3:40])=[O:15])=[CH:18][CH:19]=2)[CH:32]=[CH:31]3)[CH:25]=[CH:24][CH:23]=[CH:22][CH:21]=1 |f:2.3,6.7|. Procedure: Methyl p-[(diethoxyphosphoryl)methyl]benzoate (4.00 g, 13.97 mmoles, prepared as in Liebigs Ann. Chem. 1985, 929) was added to a 1M dimsyl anion solution in dimethylsulfoxide (12.71 mL,12.71 mmoles, prepared by warming sodium hydride in dimethylsulfoxide for 1 hour at 65° C.). After 30 minutes, the mixture was added to a solution of 1-(8-phenyl-2-naphthyl)ethanone (XIVa) (0.540 g, 2.19 mmoles) in dimethylsulfoxide (10.0 mL) at room temperature. After 2 hours at room temperature, a 1M solution of...